This data is from the Open Reaction Database (ORD), a public repository of structured organic reaction records. The task is: describe an organic reaction: reactants, conditions, products, and yield Reactants: COC(=O)CCCCCNC(=O)c1ccc(C=NN=C2C(=O)Nc3ccc(F)cc32)cc1, CO, Cl, [Li+], [OH-], O. Product: O=C(O)CCCCCNC(=O)c1ccc(C=NN=C2C(=O)Nc3ccc(F)cc32)cc1. RXN SMILES: [CH3:1][O:2][C:3]([CH2:4][CH2:5][CH2:6][CH2:7][CH2:8][NH:9][C:10]([c:11]1[cH:12][cH:13][c:14]([CH:17]=[N:18][N:19]=[C:20]2[C:21](=[O:30])[NH:22][c:23]3[cH:24][cH:25][c:26]([F:29])[cH:27][c:28]32)[cH:15][cH:16]1)=[O:31])=[O:32].[CH3:33][OH:34].[ClH:37].[Li+:36].[OH-:35].[OH2:38]>>[O:2]=[C:3]([CH2:4][CH2:5][CH2:6][CH2:7][CH2:8][NH:9][C:10]([c:11]1[cH:12][cH:13][c:14]([CH:17]=[N:18][N:19]=[C:20]2[C:21](=[O:30])[NH:22][c:23]3[cH:24][cH:25][c:26]([F:29])[cH:27][c:28]32)[cH:15][cH:16]1)=[O:31])[OH:32]. The reactants are BrCCCCCCBr, [Na+], [OH-], O, SCCc1ccccc1. Product: BrCCCCCCSCCc1ccccc1. As a reaction SMILES: [Br:1][CH2:2][CH2:3][CH2:4][CH2:5][CH2:6][CH2:7][Br:8].[Na+:19].[OH-:18].[OH2:20].[c:9]1([CH2:15][CH2:16][SH:17])[cH:10][cH:11][cH:12][cH:13][cH:14]1>>[CH2:2]([CH2:3][CH2:4][CH2:5][CH2:6][CH2:7][Br:8])[S:17][CH2:16][CH2:15][c:9]1[cH:10][cH:11][cH:12][cH:13][cH:14]1. Yields the product O=C1CCN(CC1)C(=O)C=1C=C2CCC(NC2=CC1)=O (6-(4-oxo-1-piperidylcarbonyl)-3,4-dihydrocarbostyril). Reactants: Cl (hydrochloric acid), C1OC2(CCN(CC2)C(=O)C=2C=C3CCC(NC3=CC2)=O)OC1 (6-(4,4-ethylenedioxy-1-piperidylcarbonyl)-3,4-dihydrocarbostyril), C([O-])([O-])=O.[Na+].[Na+] (sodium carbonate). The solvent is O (water), O1CCOCC1 (dioxane). Procedure details: 46 Grams of 6-(4,4-ethylenedioxy-1-piperidylcarbonyl)-3,4-dihydrocarbostyril was dispersed in 400 ml of dioxane and 150 ml of water, then 15 ml of concentrated hydrochloric acid was added thereto and the whole mixture was heated at 100° C. for 7 hours with stirring. After the reaction mixture was allowed to stand for cooling, then was made alkaline by adding sodium carbonate, and the solvent was removed by evaporation. The residue thus obtained was extracted with chloroform, and the extract was ... Conditions: temperature 100 celsius. RXN SMILES: C1CO[C:3]2([CH2:8][CH2:7][N:6]([C:9]([C:11]3[CH:12]=[C:13]4[C:18](=[CH:19][CH:20]=3)[NH:17][C:16](=[O:21])[CH2:15][CH2:14]4)=[O:10])[CH2:5][CH2:4]2)[O:2]1.Cl.C(=O)([O-])[O-].[Na+].[Na+]>O1CCOCC1.O>[O:2]=[C:3]1[CH2:8][CH2:7][N:6]([C:9]([C:11]2[CH:12]=[C:13]3[C:18](=[CH:19][CH:20]=2)[NH:17][C:16](=[O:21])[CH2:15][CH2:14]3)=[O:10])[CH2:5][CH2:4]1 |f:2.3.4|. Reactants: CS(=O)(=O)Cl, CCN(C(C)C)C(C)C, ClCCl, O, CC(C)(C)OC(=O)CCCCc1cccc(CO)n1. The product is CC(C)(C)OC(=O)CCCCc1cccc(COS(C)(=O)=O)n1. As a reaction SMILES: [CH3:32][S:33]([Cl:34])(=[O:35])=[O:36].[CH:23]([N:24]([CH:25]([CH3:26])[CH3:27])[CH2:28][CH3:29])([CH3:30])[CH3:31].[Cl:1][CH2:2][Cl:3].[OH2:37].[OH:4][CH2:5][c:6]1[cH:7][cH:8][cH:9][c:10]([CH2:12][CH2:13][CH2:14][CH2:15][C:16](=[O:17])[O:18][C:19]([CH3:20])([CH3:21])[CH3:22])[n:11]1>>[O:4]([CH2:5][c:6]1[cH:7][cH:8][cH:9][c:10]([CH2:12][CH2:13][CH2:14][CH2:15][C:16](=[O:17])[O:18][C:19]([CH3:20])([CH3:21])[CH3:22])[n:11]1)[S:33]([CH3:32])(=[O:35])=[O:36]. The reactants are CC(C)=CCBr, CCOc1cc(C=O)ccc1O, CCOc1cc(C=O)ccc1C, [K+], [K+], O=C([O-])[O-], CN(C)C=O. Product: CCOc1cc(C=O)ccc1OCC=C(C)C. As a reaction SMILES: [Br:13][CH2:14][CH:15]=[C:16]([CH3:17])[CH3:18].[CH2:1]([CH3:2])[O:3][c:4]1[cH:5][c:6]([CH:7]=[O:8])[cH:9][cH:10][c:11]1[OH:12].[CH2:25]([O:26][c:27]1[cH:28][c:29]([CH:34]=[O:35])[cH:30][cH:31][c:32]1[CH3:33])[CH3:36].[K+:19].[K+:20].[O-:21][C:22]([O-:23])=[O:24].[O:37]=[CH:38][N:39]([CH3:40])[CH3:41]>>[CH2:1]([CH3:2])[O:3][c:4]1[cH:5][c:6]([CH:7]=[O:8])[cH:9][cH:10][c:11]1[O:12][CH2:14][CH:15]=[C:16]([CH3:17])[CH3:18]. Starting materials: CCOc1c(Nc2ccncc2)c(=O)c1=O, NCc1ccc(COc2ccc(Cl)cc2)cc1. Yields the product O=c1c(NCc2ccc(COc3ccc(Cl)cc3)cc2)c(Nc2ccncc2)c1=O. Reaction SMILES: [CH2:1]([O:2][c:4]1[c:5](=[O:16])[c:6](=[O:15])[c:7]1[NH:8][c:9]1[cH:10][cH:11][n:12][cH:13][cH:14]1)[CH3:3].[Cl:17][c:18]1[cH:19][cH:20][c:21]([O:22][CH2:23][c:24]2[cH:25][cH:26][c:27]([CH2:28][NH2:29])[cH:30][cH:31]2)[cH:32][cH:33]1>>[c:4]1([NH:29][CH2:28][c:27]2[cH:26][cH:25][c:24]([CH2:23][O:22][c:21]3[cH:20][cH:19][c:18]([Cl:17])[cH:33][cH:32]3)[cH:31][cH:30]2)[c:5](=[O:16])[c:6](=[O:15])[c:7]1[NH:8][c:9]1[cH:10][cH:11][n:12][cH:13][cH:14]1.